The task is: describe an organic reaction: reactants, conditions, products, and yield. This data is from the Open Reaction Database (ORD), a public repository of structured organic reaction records. The reactants are ClCCl, O=C(Cl)c1ccc(C(F)(F)F)cc1F, COc1cc(-c2nn(C3CCN(C(=O)OC(C)(C)C)CC3)c3ncnc(N)c23)ccc1N, c1ccncc1. As a reaction SMILES: [Cl:47][CH2:48][Cl:49].[F:1][c:2]1[c:3]([C:12](=[O:13])[Cl:14])[cH:4][cH:5][c:6]([C:8]([F:9])([F:10])[F:11])[cH:7]1.[NH2:15][c:16]1[c:17]2[c:18]([n:19][cH:20][n:21]1)[n:22]([CH:34]1[CH2:35][CH2:36][N:37]([C:40](=[O:41])[O:42][C:43]([CH3:44])([CH3:45])[CH3:46])[CH2:38][CH2:39]1)[n:23][c:24]2-[c:25]1[cH:26][c:27]([O:32][CH3:33])[c:28]([NH2:31])[cH:29][cH:30]1.[cH:50]1[cH:51][cH:52][n:53][cH:54][cH:55]1>>[F:1][c:2]1[c:3]([C:12](=[O:13])[NH:31][c:28]2[c:27]([O:32][CH3:33])[cH:26][c:25](-[c:24]3[c:17]4[c:16]([NH2:15])[n:21][cH:20][n:19][c:18]4[n:22]([CH:34]4[CH2:35][CH2:36][N:37]([C:40](=[O:41])[O:42][C:43]([CH3:44])([CH3:45])[CH3:46])[CH2:38][CH2:39]4)[n:23]3)[cH:30][cH:29]2)[cH:4][cH:5][c:6]([C:8]([F:9])([F:10])[F:11])[cH:7]1. Yields the product COc1cc(-c2nn(C3CCN(C(=O)OC(C)(C)C)CC3)c3ncnc(N)c23)ccc1NC(=O)c1ccc(C(F)(F)F)cc1F. Starting materials: ClC1=C(C=NC=C1)[N+](=O)[O-] (4-chloro-3-nitropyridine), CC=1C=C(CO)C=CC1 (3-methylbenzyl alcohol). Yields the product CC=1C=C(COC2=C(C=NC=C2)[N+](=O)[O-])C=CC1 (4-(3-methylbenzyloxy)-3-nitropyridine). The yield is 89.8%. As a reaction SMILES: Cl[C:2]1[CH:7]=[CH:6][N:5]=[CH:4][C:3]=1[N+:8]([O-:10])=[O:9].[CH3:11][C:12]1[CH:13]=[C:14]([CH:17]=[CH:18][CH:19]=1)[CH2:15][OH:16]>>[CH3:11][C:12]1[CH:13]=[C:14]([CH:17]=[CH:18][CH:19]=1)[CH2:15][O:16][C:2]1[CH:7]=[CH:6][N:5]=[CH:4][C:3]=1[N+:8]([O-:10])=[O:9]. Reported procedure: In accordance with the same procedures as in Preparation 2, except for using 4-chloro-3-nitropyridine prepared in Step 1 of Preparation 1 and 3-methylbenzyl alcohol, the titled compound was obtained as a yellow solid. (Yield: 89.8%) Starting materials: acyloxyalkyl carbamates, C1CC1(C(=O)O)N (ACPC), CC(C(=O)OCOC(=O)ON1C(CCC1=O)=O)C ((2,5-dioxoazolidinyloxycarbonyloxy)methyl 2-methylpropanoate). Yields the product C(C(C)C)(=O)OCOC(=O)NC1(CC1)C(=O)O (1-Isobutyryloxymethoxycarbonylaminocyclopropanecarboxylic Acid). Yield: 43.6%. Reaction SMILES: [CH2:1]1[C:3]([NH2:7])([C:4]([OH:6])=[O:5])[CH2:2]1.[CH3:8][CH:9]([CH3:25])[C:10]([O:12][CH2:13][O:14][C:15](ON1C(=O)CCC1=O)=[O:16])=[O:11]>>[C:10]([O:12][CH2:13][O:14][C:15]([NH:7][C:3]1([C:4]([OH:6])=[O:5])[CH2:2][CH2:1]1)=[O:16])(=[O:11])[CH:9]([CH3:25])[CH3:8]. Reported procedure: Following the general procedure for the synthesis of acyloxyalkyl carbamates, ACPC (121 mg, 1.2 mmol) and (2,5-dioxoazolidinyloxycarbonyloxy)methyl 2-methylpropanoate (259 mg, 1.0 mmol) were reacted to provide 107 mg (44% yield) of the title compound (9) as a white powder after work-up and mass-guided preparative HPLC purification. 1H NMR (CDCl3, 400 MHz): δ=5.99 (br s, 0.2H), 5.78 (br s, 0.4H), 5.73 (s, 1.6H), 5.59 (s, 0.8H), 2.59 (m, 1H), 1.62 (m, 2H), 1.31 (m, 2H), 1.19 (d, 6H). MS (ESI) m/z ... The reactants are C(C=C)C1(C(N(C2=C(N(C1=O)CC(=O)N(C1=CC=C(C=C1)OC)C(C)C)C=CC=C2)C=2C=NC=CC2)=O)C (2-(3-Allyl-3-methyl-2,4-dioxo-5-pyridin-3-yl-2,3,4,5-tetrahydro benzo[b][1,4]diazepin-1-yl)-N-isopropyl-N-[4-methoxyphenyl]acetamide), I(=O)(=O)(=O)[O-].[Na+] (sodium periodate). Reagents/catalysts: [Os](=O)(=O)(=O)=O (osmium tetroxide). The solvent is O1CCOCC1 (dioxane), O (H2O), O (H2O), CCOC(=O)C (EtOAc). Conditions: time 4 hour. The product is C(C)(C)N(C(CN1C2=C(N(C(C(C1=O)(CC=O)C)=O)C=1C=NC=CC1)C=CC=C2)=O)C2=CC=C(C=C2)OC (N-Isopropyl-N-[4-methoxyphenyl]-2-[3-methyl-2,4-dioxo-3-(2-oxo-ethyl)-5-pyridin-3-yl-2,3,4,5-tetrahydro benzo[b][1,4]diazepin-1-yl]acetamide). Isolated yield 103.5%. RXN SMILES: [CH2:1]([C:4]1([CH3:38])[C:10](=[O:11])[N:9]([CH2:12][C:13]([N:15]([CH:24]([CH3:26])[CH3:25])[C:16]2[CH:21]=[CH:20][C:19]([O:22][CH3:23])=[CH:18][CH:17]=2)=[O:14])[C:8]2[CH:27]=[CH:28][CH:29]=[CH:30][C:7]=2[N:6]([C:31]2[CH:32]=[N:33][CH:34]=[CH:35][CH:36]=2)[C:5]1=[O:37])[CH:2]=C.I([O-])(=O)(=O)=[O:40].[Na+]>O1CCOCC1.[Os](=O)(=O)(=O)=O.O.CCOC(C)=O>[CH:24]([N:15]([C:16]1[CH:17]=[CH:18][C:19]([O:22][CH3:23])=[CH:20][CH:21]=1)[C:13](=[O:14])[CH2:12][N:9]1[C:10](=[O:11])[C:4]([CH3:38])([CH2:1][CH:2]=[O:40])[C:5](=[O:37])[N:6]([C:31]2[CH:32]=[N:33][CH:34]=[CH:35][CH:36]=2)[C:7]2[CH:30]=[CH:29][CH:28]=[CH:27][C:8]1=2)([CH3:26])[CH3:25] |f:1.2|. Procedure details: To a stirring solution of 1.5 g (2.93 mmol) of 2-(3-Allyl-3-methyl-2,4-dioxo-5-pyridin-3-yl-2,3,4,5-tetrahydro benzo[b][1,4]diazepin-1-yl)-N-isopropyl-N-[4-methoxyphenyl]acetamide, prepared as in Part C, in 10 mL of dioxane and 10 mL of H2O at 0° C. is added 3.13 g (14.63 mmol, 2 equiv.) of sodium periodate followed by the addition of 2 drops of osmium tetroxide solution (4% in H2O). The resulting suspension is stirred for 4 h and then diluted with 200 mL H2O and 200 mL of EtOAc. The organic pha...